From a dataset of the Open Reaction Database (ORD), a public repository of structured organic reaction records. describe an organic reaction: reactants, conditions, products, and yield Reactants: BrC=1C=C2CNC(N(C2=CC1)C1CCN(CC1)C(=O)OC(C)(C)C)=O (tert-butyl 4-(6-bromo-2-oxo-3,4-dihydroquinazolin-1(2H)-yl)piperidine-1-carboxylate), C1(CC1)NC(C1=CC(=C(C=C1)C)B1OC(C(O1)(C)C)(C)C)=O (N-cyclopropyl-4-methyl-3-(4,4,5,5-tetramethyl-1,3,2-dioxaborolan-2-yl)benzamide), CCO (EtOH), COCCOC (ethylene-glycol dimethyl ether), C([O-])([O-])=O.[Na+].[Na+] (sodium carbonate), [Cl-] (chloride). The reagents and catalysts are C=1C=CC(=CC1)[P](C=2C=CC=CC2)(C=3C=CC=CC3)[Pd]([P](C=4C=CC=CC4)(C=5C=CC=CC5)C=6C=CC=CC6)([P](C=7C=CC=CC7)(C=8C=CC=CC8)C=9C=CC=CC9)[P](C=1C=CC=CC1)(C=1C=CC=CC1)C=1C=CC=CC1 (tetrakis(triphenylphosphine)palladium). Run at temperature 90 celsius, time 20 hour. Yields the product C1(CC1)NC(=O)C=1C=CC(=C(C1)C=1C=C2CNC(N(C2=CC1)C1CCN(CC1)C(=O)OC(C)(C)C)=O)C (tert-Butyl 4-(6-(5-(cyclopropylcarbamoyl)-2-methylphenyl)-2-oxo-3,4-dihydroquinazolin-1(2H)-yl)piperidine-1-carboxylate). As a reaction SMILES: Br[C:2]1[CH:3]=[C:4]2[C:9](=[CH:10][CH:11]=1)[N:8]([CH:12]1[CH2:17][CH2:16][N:15]([C:18]([O:20][C:21]([CH3:24])([CH3:23])[CH3:22])=[O:19])[CH2:14][CH2:13]1)[C:7](=[O:25])[NH:6][CH2:5]2.[CH:26]1([NH:29][C:30](=[O:47])[C:31]2[CH:36]=[CH:35][C:34]([CH3:37])=[C:33](B3OC(C)(C)C(C)(C)O3)[CH:32]=2)[CH2:28][CH2:27]1.CCO.COCCOC.C(=O)([O-])[O-].[Na+].[Na+].[Cl-]>C1C=CC([P]([Pd]([P](C2C=CC=CC=2)(C2C=CC=CC=2)C2C=CC=CC=2)([P](C2C=CC=CC=2)(C2C=CC=CC=2)C2C=CC=CC=2)[P](C2C=CC=CC=2)(C2C=CC=CC=2)C2C=CC=CC=2)(C2C=CC=CC=2)C2C=CC=CC=2)=CC=1>[CH:26]1([NH:29][C:30]([C:31]2[CH:36]=[CH:35][C:34]([CH3:37])=[C:33]([C:2]3[CH:3]=[C:4]4[C:9](=[CH:10][CH:11]=3)[N:8]([CH:12]3[CH2:13][CH2:14][N:15]([C:18]([O:20][C:21]([CH3:23])([CH3:24])[CH3:22])=[O:19])[CH2:16][CH2:17]3)[C:7](=[O:25])[NH:6][CH2:5]4)[CH:32]=2)=[O:47])[CH2:27][CH2:28]1 |f:4.5.6,^1:67,69,88,107|. Procedure details: Into a 100-ml RBF under argon were charged with tert-butyl 4-(6-bromo-2-oxo-3,4-dihydroquinazolin-1(2H)-yl)piperidine-1-carboxylate (0.50 g, 1 mmol), N-cyclopropyl-4-methyl-3-(4,4,5,5-tetramethyl-1,3,2-dioxaborolan-2-yl)benzamide (0.6 g, 2 mmol), tetrakis(triphenylphosphine)palladium (0.07 g, 0.06 mmol), EtOH (1.00 ml, 17 mmol), and ethylene-glycol dimethyl ether (5.00 ml, 48 mmol), followed by sodium carbonate (2 ml, 4 mmol). The reaction was stirred at 90° C. for 20 h. LC-MS indicated mainly t... The reactants are COc1cc(C=O)ccc1OCCCCCCOC(C)=O, CC(=O)O, O=[N+]([O-])O. Product: COc1cc(C=O)c([N+](=O)[O-])cc1OCCCCCCOC(C)=O. Reaction SMILES: [C:1]([CH3:2])(=[O:3])[O:4][CH2:5][CH2:6][CH2:7][CH2:8][CH2:9][CH2:10][O:11][c:12]1[c:13]([O:20][CH3:21])[cH:14][c:15]([CH:18]=[O:19])[cH:16][cH:17]1.[CH3:26][C:27](=[O:28])[OH:29].[OH:22][N+:23]([O-:24])=[O:25]>>[C:1]([CH3:2])(=[O:3])[O:4][CH2:5][CH2:6][CH2:7][CH2:8][CH2:9][CH2:10][O:11][c:12]1[c:13]([O:20][CH3:21])[cH:14][c:15]([CH:18]=[O:19])[c:16]([N+:23](=[O:22])[O-:24])[cH:17]1. Reported procedure: In analogy to examples 29.10 and 29.11, trans-Methansulfonic acid 5-(4-methyl amino-cyclohexyl)-pentyl ester.trifluoroacetic acid salt and 3,5-difluoro-phenyl chloroformate were reacted, followed by treatment with N-allyl-N-methylamine to give trans-{4-[5-(Allyl-methyl-amino)-pentyl]-cyclohexyl}-methyl-carbamic acid 3,5-difluoro-phenyl ester, MS: 409 (MH+). Reactants: CN[C@@H]1CC[C@H](CC1)CCCCCOS(=O)(=O)C (trans-Methansulfonic acid 5-(4-methyl amino-cyclohexyl)-pentyl ester), C(C=C)NC (N-allyl-N-methylamine), FC(C(=O)O)(F)F (trifluoroacetic acid), ClC(=O)OC1=CC(=CC(=C1)F)F (3,5-difluoro-phenyl chloroformate). Reaction SMILES: [CH3:1][NH:2][C@H:3]1[CH2:8][CH2:7][C@H:6]([CH2:9][CH2:10][CH2:11][CH2:12][CH2:13]OS(C)(=O)=O)[CH2:5][CH2:4]1.FC(F)(F)C(O)=O.Cl[C:27]([O:29][C:30]1[CH:35]=[C:34]([F:36])[CH:33]=[C:32]([F:37])[CH:31]=1)=[O:28].[CH2:38]([NH:41][CH3:42])[CH:39]=[CH2:40]>>[F:37][C:32]1[CH:31]=[C:30]([O:29][C:27](=[O:28])[N:2]([C@H:3]2[CH2:4][CH2:5][C@H:6]([CH2:9][CH2:10][CH2:11][CH2:12][CH2:13][N:41]([CH2:38][CH:39]=[CH2:40])[CH3:42])[CH2:7][CH2:8]2)[CH3:1])[CH:35]=[C:34]([F:36])[CH:33]=1. Product: FC=1C=C(C=C(C1)F)OC(N(C)[C@@H]1CC[C@H](CC1)CCCCCN(C)CC=C)=O (trans-{4-[5-(Allyl-methyl-amino)-pentyl]-cyclohexyl}-methyl-carbamic acid 3,5-difluoro-phenyl ester). Reactants: BrC1=CC=C(C=C1)[C@H](C)N1C(O[C@@](CC1)(CC(C)(C)O)C1=CC=C(C=C1)F)=O ((S)-3-((S)-1-(4-bromophenyl)ethyl)-6-(4-fluorophenyl)-6-(2-hydroxy-2-methylpropyl)-1,3-oxazinan-2-one), BrC1=CC(=[N+](C(=C1)C)[O-])C (4-bromo-2,6-dimethylpyridine-N-oxide). The product is FC1=CC=C(C=C1)[C@]1(CCN(C(O1)=O)[C@@H](C)C1=CC=C(C=C1)C1=CC(=[N+](C(=C1)C)[O-])C)CC(C)(C)O (4-(4-((S)-1-((S)-6-(4-fluorophenyl)-6-(2-hydroxy-2-methylpropyl)-2-oxo-1,3-oxazinan-3-yl)ethyl)phenyl)-2,6-dimethylpyridine 1-oxide). As a reaction SMILES: Br[C:2]1[CH:7]=[CH:6][C:5]([C@@H:8]([N:10]2[CH2:15][CH2:14][C@@:13]([C:21]3[CH:26]=[CH:25][C:24]([F:27])=[CH:23][CH:22]=3)([CH2:16][C:17]([OH:20])([CH3:19])[CH3:18])[O:12][C:11]2=[O:28])[CH3:9])=[CH:4][CH:3]=1.Br[C:30]1[CH:35]=[C:34]([CH3:36])[N+:33]([O-:37])=[C:32]([CH3:38])[CH:31]=1>>[F:27][C:24]1[CH:25]=[CH:26][C:21]([C@:13]2([CH2:16][C:17]([OH:20])([CH3:19])[CH3:18])[O:12][C:11](=[O:28])[N:10]([C@H:8]([C:5]3[CH:6]=[CH:7][C:2]([C:30]4[CH:35]=[C:34]([CH3:36])[N+:33]([O-:37])=[C:32]([CH3:38])[CH:31]=4)=[CH:3][CH:4]=3)[CH3:9])[CH2:15][CH2:14]2)=[CH:22][CH:23]=1. Procedure details: The title compound was prepared from (S)-3-((S)-1-(4-bromophenyl)ethyl)-6-(4-fluorophenyl)-6-(2-hydroxy-2-methylpropyl)-1,3-oxazinan-2-one following procedures analogous to those described in Example 313 Steps 3 and 4 using 4-bromo-2,6-dimethylpyridine-N-oxide in Step 4. LC-MS Method 2 tR=1.354, m/z=493; 1H NMR (CDCl3) 1.18 (d, 6H), 1.48 (d, 3H), 2.08-2.21 (m, 5H), 2.36 (m, 1H), 2.53 (s, 6H), 2.82 (m, 1H), 5.65 (m, 1H), 6.98 (m, 4H), 7.18 (m, 4H), 7.28 (m, 2H). Reactants: C1(CC1)C=1C=C(C=CC1S(=O)(=O)C1CC1)/C(/C(=O)O)=C\[C@@H]1CC2(O[C@@H]([C@H](O2)C2=CC=CC=C2)C2=CC=CC=C2)CC1 ((2E)-2-[3-cyclopropyl-4-(cyclopropylsulfonyl)phenyl]-3-[(2R,3R,7S)-2,3-diphenyl-1,4-dioxaspiro[4.4]non-7-yl]acrylic acid), NC=1SC2=NC(=CC=C2N1)OCC(=O)OCC (ethyl 2-[(2-amino[1,3]thiazolo[5,4-b]pyridin-5-yl)oxy]acetate), C1(=CC=CC=C1)P(C1=CC=CC=C1)C1=CC=CC=C1 (triphenylphosphine), BrN1C(CCC1=O)=O (N-bromosuccinimide), C([O-])(O)=O.[Na+] (sodium bicarbonate). The yield is 14.9%. The product is C1(CC1)C=1C=C(C=CC1S(=O)(=O)C1CC1)/C(/C(=O)NC=1SC2=NC(=CC=C2N1)OCCO)=C\[C@@H]1CC(CC1)=O ((2E)-2-[3-cyclopropyl-4-(cyclopropylsulfonyl)phenyl]-N-[5-(2-hydroxyethoxy)[1,3]thiazolo[5,4-b]pyridin-2-yl]-3-[(1S)-3-oxocyclopentyl]acrylamide). Reaction conditions: temperature 5 celsius, time 15 minute. Run in ClCCl (dichloromethane), ClCCl (dichloromethane), N1=CC=CC=C1 (pyridine), ClCCl (dichloromethane), ClCCl (dichloromethane). Procedure details: To a solution of triphenylphosphine (600 mg) in dichloromethane (10 mL) was added N-bromosuccinimide (400 mg) under ice-cooling (at an internal temperature of 5° C. or lower), followed by stirring for 15 minutes, and then a solution of (2E)-2-[3-cyclopropyl-4-(cyclopropylsulfonyl)phenyl]-3-[(2R,3R,7S)-2,3-diphenyl-1,4-dioxaspiro[4.4]non-7-yl]acrylic acid (600 mg) in dichloromethane (10 mL) was added thereto under ice-cooling, followed by stirring at room temperature for 20 minutes. To the reacti... Reaction SMILES: C1(P(C2C=CC=CC=2)C2C=CC=CC=2)C=CC=CC=1.BrN1C(=O)CCC1=O.[CH:28]1([C:31]2[CH:32]=[C:33](/[C:43](=[CH:47]\[C@H:48]3[CH2:68][CH2:67][C:50]4(O[C@H](C5C=CC=CC=5)[C@@H](C5C=CC=CC=5)[O:51]4)[CH2:49]3)/[C:44](O)=[O:45])[CH:34]=[CH:35][C:36]=2[S:37]([CH:40]2[CH2:42][CH2:41]2)(=[O:39])=[O:38])[CH2:30][CH2:29]1.[NH2:69][C:70]1[S:71][C:72]2[C:77]([N:78]=1)=[CH:76][CH:75]=[C:74]([O:79][CH2:80][C:81]([O:83]CC)=O)[N:73]=2.C(=O)(O)[O-].[Na+]>ClCCl.N1C=CC=CC=1>[CH:28]1([C:31]2[CH:32]=[C:33](/[C:43](=[CH:47]\[C@H:48]3[CH2:68][CH2:67][C:50](=[O:51])[CH2:49]3)/[C:44]([NH:69][C:70]3[S:71][C:72]4[C:77]([N:78]=3)=[CH:76][CH:75]=[C:74]([O:79][CH2:80][CH2:81][OH:83])[N:73]=4)=[O:45])[CH:34]=[CH:35][C:36]=2[S:37]([CH:40]2[CH2:42][CH2:41]2)(=[O:39])=[O:38])[CH2:29][CH2:30]1 |f:4.5|. Starting materials: [H-].COCCO[Al+]OCCOC.[Na+].[H-] (sodium bis(2-methoxyethoxy)aluminum hydride), C(C1=CC=CC=C1)OC=1C=C(C=CC1)C(C#CC)O (1-(3-(Benzyloxy)phenyl)but-2-yn-1-ol). Run in CCOCC (ether), CCOCC (ether). Reaction conditions: temperature 0 celsius, time 5 minute. The product is C(C1=CC=CC=C1)OC=1C=C(C=CC1)C(\C=C\C)O ((E)-1-(3-(Benzyloxy)phenyl)but-2-en-1-ol). The yield is 85.8%. As a reaction SMILES: [H-].COCCO[Al+]OCCOC.[Na+].[H-].[CH2:15]([O:22][C:23]1[CH:24]=[C:25]([CH:29]([OH:33])[C:30]#[C:31][CH3:32])[CH:26]=[CH:27][CH:28]=1)[C:16]1[CH:21]=[CH:20][CH:19]=[CH:18][CH:17]=1>CCOCC>[CH2:15]([O:22][C:23]1[CH:24]=[C:25]([CH:29]([OH:33])/[CH:30]=[CH:31]/[CH3:32])[CH:26]=[CH:27][CH:28]=1)[C:16]1[CH:17]=[CH:18][CH:19]=[CH:20][CH:21]=1 |f:0.1.2.3|. Procedure details: To a cold solution of sodium bis(2-methoxyethoxy)aluminum hydride (65+ wt. % in toluene) (available from Aldrich) (14.8 mL, 49.1 mmol) in ether (60 mL) was added a solution of 93.A (6.20 g, 24.6 mmol) in ether (30 mL) dropwise under nitrogen at 0° C. The mixture was stirred for 5 minutes at 0° C., the cooling bath was removed, and stirring was continued for 3 hours at room temperature. The reaction was carefully quenched at 0° C. with EtOAc, diluted with saturated aqueous Rochelle salt, and extr... Reaction SMILES: [F:1][C:2]1[CH:3]=[C:4]([NH:8][C:9]2[N:14]=[C:13]([NH:15][CH2:16][CH2:17][CH3:18])[C:12]([C:19]([OH:21])=O)=[CH:11][N:10]=2)[CH:5]=[CH:6][CH:7]=1.S(Cl)([Cl:24])=O>C1(C)C=CC=CC=1>[F:1][C:2]1[CH:3]=[C:4]([NH:8][C:9]2[N:14]=[C:13]([NH:15][CH2:16][CH2:17][CH3:18])[C:12]([C:19]([Cl:24])=[O:21])=[CH:11][N:10]=2)[CH:5]=[CH:6][CH:7]=1. Yields the product FC=1C=C(C=CC1)NC1=NC=C(C(=N1)NCCC)C(=O)Cl (2-((3-fluorophenyl)amino)-4-(propylamino)pyrimidine-5-carbonyl chloride). Run in C1(=CC=CC=C1)C (toluene). Reaction conditions: time 2 hour. Procedure: To 2-((3-fluorophenyl)amino)-4-(propylamino)pyrimidine-5-carboxylic acid (E22, 19 mg), thionyl chloride (2 mL) was added at room temperature, and the mixture was stirred for 2 hours under reflux by heating. The reaction mixture was cooled to room temperature, and then toluene was added to the mixture. The solvent was evaporated under reduced pressure to obtain 2-((3-fluorophenyl)amino)-4-(propylamino)pyrimidine-5-carbonyl chloride (E23) as white solid. Reactants: FC=1C=C(C=CC1)NC1=NC=C(C(=N1)NCCC)C(=O)O (2-((3-fluorophenyl)amino)-4-(propylamino)pyrimidine-5-carboxylic acid), S(=O)(Cl)Cl (thionyl chloride). The reactants are CCOC(=O)c1cc(C(C)NS(=O)C(C)(C)C)ccc1NS(C)(=O)=O, [F-], [K+], [Na+], [Na+], C1CCOC1, O, O, O, O, O, O, O, O, O, O, O=S(=O)([O-])[O-]. Yields the product CC(NS(=O)C(C)(C)C)c1ccc(NS(C)(=O)=O)c(CO)c1. RXN SMILES: [C:1]([CH3:2])([CH3:3])([CH3:4])[S:5](=[O:6])[NH:7][CH:8]([CH3:9])[c:10]1[cH:11][cH:12][c:13]([NH:21][S:22](=[O:23])(=[O:24])[CH3:25])[c:14]([C:15](=[O:16])[O:17][CH2:18][CH3:19])[cH:20]1.[F-:26].[K+:27].[Na+:43].[Na+:44].[O:45]1[CH2:46][CH2:47][CH2:48][CH2:49]1.[OH2:28].[OH2:29].[OH2:30].[OH2:31].[OH2:32].[OH2:33].[OH2:34].[OH2:35].[OH2:36].[OH2:37].[S:38]([O-:39])([O-:40])(=[O:41])=[O:42]>>[C:1]([CH3:2])([CH3:3])([CH3:4])[S:5](=[O:6])[NH:7][CH:8]([CH3:9])[c:10]1[cH:11][cH:12][c:13]([NH:21][S:22](=[O:23])(=[O:24])[CH3:25])[c:14]([CH2:15][OH:16])[cH:20]1. The reactants are 19, C=CC1=CC=CC=C1 (styrene), 20a, aliphatic olefins. Reagents/catalysts: catalyst 9. The solvent is C1CCOC1 (THF). Yields the product C=CCCCCC (1-heptene), C(=C)C1CCCCC1 (vinylcyclohexane), 20b-c. As a reaction SMILES: [CH2:1]=[CH:2][C:3]1[CH:8]=[CH:7][CH:6]=[CH:5][CH:4]=1>C1COCC1>[CH2:1]=[CH:2][CH2:3][CH2:4][CH2:5][CH2:6][CH3:7].[CH:2]([CH:3]1[CH2:8][CH2:7][CH2:6][CH2:5][CH2:4]1)=[CH2:1]. Procedure details: The catalysts of the invention are effective and practical chiral catalysts for enantioselective metathesis. Examples of AROM/CM reactions catalyzed by chiral catalysts of the invention are shown in Table 1. As shown in Example 1, treatment of 19 with 5 equivalents of styrene in the presence of 10 mol % catalyst 9 in THF (50° C.) leads to the formation of 20a in 80% ee and 71% isolated yield (>98% trans). Ru-catalyzed AROM/CM is highly selective with aliphatic olefins. With aliphatic olefins suc... Starting materials: ClC1=C(N)C=CC=C1 (2-chloroaniline), C(C)(=O)O[BH-](OC(C)=O)OC(C)=O.[Na+] (sodium triacetoxyborohydride), C(C)(C)(C)OC(NC(C=O)(C)C)=O ((1,1-dimethyl-2-oxoethyl)carbamic acid t-butyl ester), C(C)(=O)O (acetic acid), Example 3, C([O-])(O)=O.[Na+] (sodium bicarbonate). The solvent is C(Cl)Cl (methylene chloride). Reaction conditions: time 16 hour. The product is C(C)(C)(C)OC(NC(CNC1=C(C=CC=C1)Cl)(C)C)=O ([2-(2-Chlorophenylamino)-1,1-dimethylethyl]carbamic acid t-butyl ester). Isolated yield 73.0%. As a reaction SMILES: C(O[BH-](OC(=O)C)OC(=O)C)(=O)C.[Na+].[C:15]([O:19][C:20](=[O:27])[NH:21][C:22]([CH3:26])([CH3:25])[CH:23]=O)([CH3:18])([CH3:17])[CH3:16].[Cl:28][C:29]1[CH:35]=[CH:34][CH:33]=[CH:32][C:30]=1[NH2:31].C(O)(=O)C.C(=O)(O)[O-].[Na+]>C(Cl)Cl>[C:15]([O:19][C:20](=[O:27])[NH:21][C:22]([CH3:26])([CH3:25])[CH2:23][NH:31][C:30]1[CH:32]=[CH:33][CH:34]=[CH:35][C:29]=1[Cl:28])([CH3:18])([CH3:17])[CH3:16] |f:0.1,5.6|. Procedure details: 4.07 g of sodium triacetoxyborohydride (19.3 mmol) was added to a solution of 3.00 g of (1,1-dimethyl-2-oxoethyl)carbamic acid t-butyl ester obtained in Reference Example 3 (16.0 mmol), 2.04 g of 2-chloroaniline (16.0 mmol) and 0.92 ml of acetic acid (16.0 mmol) in methylene chloride (160 ml) under ice-cooling, and the mixture was stirred at room temperature for 16 hours. A saturated sodium bicarbonate aqueous solution was added to the reaction mixture, followed by extraction with methylene chlo...